Dataset: the Open Reaction Database (ORD), a public repository of structured organic reaction records. Task: describe an organic reaction: reactants, conditions, products, and yield The reactants are C1CCOC1, COC(=O)C(CC(=O)Nc1ccc(Cl)cc1)C1CCCCC1, CO, [Na+], [OH-]. The product is O=C(CC(C(=O)O)C1CCCCC1)Nc1ccc(Cl)cc1. Reaction SMILES: [CH2:27]1[O:28][CH2:29][CH2:30][CH2:31]1.[CH3:1][O:2][C:3]([CH:4]([CH2:5][C:6](=[O:7])[NH:8][c:9]1[cH:10][cH:11][c:12]([Cl:15])[cH:13][cH:14]1)[CH:16]1[CH2:17][CH2:18][CH2:19][CH2:20][CH2:21]1)=[O:22].[CH3:25][OH:26].[Na+:24].[OH-:23]>>[O:2]=[C:3]([CH:4]([CH2:5][C:6](=[O:7])[NH:8][c:9]1[cH:10][cH:11][c:12]([Cl:15])[cH:13][cH:14]1)[CH:16]1[CH2:17][CH2:18][CH2:19][CH2:20][CH2:21]1)[OH:22].